Task: describe an organic reaction: reactants, conditions, products, and yield. Dataset: the Open Reaction Database (ORD), a public repository of structured organic reaction records The reactants are CO, CCOC(=O)CNCCc1c[nH]c2c(-c3noc(-c4ccc(OC(C)C)c(Cl)c4)n3)cccc12, [Na+], C1CCOC1, [OH-], O. Product: CC(C)Oc1ccc(-c2nc(-c3cccc4c(CCNCC(=O)O)c[nH]c34)no2)cc1Cl. Reaction SMILES: [CH3:42][OH:43].[Cl:1][c:2]1[cH:3][c:4](-[c:12]2[n:13][c:14](-[c:17]3[cH:18][cH:19][cH:20][c:21]4[c:22]([CH2:26][CH2:27][NH:28][CH2:29][C:30](=[O:31])[O:32][CH2:33][CH3:34])[cH:23][nH:24][c:25]34)[n:15][o:16]2)[cH:5][cH:6][c:7]1[O:8][CH:9]([CH3:10])[CH3:11].[Na+:36].[O:37]1[CH2:38][CH2:39][CH2:40][CH2:41]1.[OH-:35].[OH2:44]>>[Cl:1][c:2]1[cH:3][c:4](-[c:12]2[n:13][c:14](-[c:17]3[cH:18][cH:19][cH:20][c:21]4[c:22]([CH2:26][CH2:27][NH:28][CH2:29][C:30](=[O:31])[OH:32])[cH:23][nH:24][c:25]34)[n:15][o:16]2)[cH:5][cH:6][c:7]1[O:8][CH:9]([CH3:10])[CH3:11].